Dataset: the Open Reaction Database (ORD), a public repository of structured organic reaction records. Task: describe an organic reaction: reactants, conditions, products, and yield RXN SMILES: [CH:17]([OH:18])=[O:19].[ClH:1].[Na+:21].[O:2]([c:3]1[cH:4][cH:5][cH:6][cH:7][cH:8]1)[CH2:9][C:10]1([OH:16])[CH2:11][NH:12][CH2:13][CH2:14][CH2:15]1.[OH-:20].[OH2:22]>>[ClH:1].[O:2]([c:3]1[cH:4][cH:5][cH:6][cH:7][cH:8]1)[CH2:9][C:10]1([OH:16])[CH2:11][N:12]([CH3:17])[CH2:13][CH2:14][CH2:15]1. Product: Cl, CN1CCCC(O)(COc2ccccc2)C1. Reactants: O=CO, Cl, [Na+], OC1(COc2ccccc2)CCCNC1, [OH-], O. Reactants: COC(C)(C)CCO, CCOC(C)=O, ClCCl, O=S(=O)(Cl)c1ccccc1C(F)(F)F, [Na+], O=C([O-])O. Yields the product COC(C)(C)CCOS(=O)(=O)c1ccccc1C(F)(F)F. As a reaction SMILES: [CH3:1][O:2][C:3]([CH2:4][CH2:5][OH:6])([CH3:7])[CH3:8].[CH3:28][CH2:29][O:30][C:31](=[O:32])[CH3:33].[Cl:34][CH2:35][Cl:36].[F:9][C:10]([c:11]1[c:12]([S:17](=[O:18])(=[O:19])[Cl:20])[cH:13][cH:14][cH:15][cH:16]1)([F:21])[F:22].[Na+:27].[O-:23][C:24]([OH:25])=[O:26]>>[CH3:1][O:2][C:3]([CH2:4][CH2:5][O:6][S:17]([c:12]1[c:11]([C:10]([F:9])([F:21])[F:22])[cH:16][cH:15][cH:14][cH:13]1)(=[O:18])=[O:19])([CH3:7])[CH3:8].